This data is from the Open Reaction Database (ORD), a public repository of structured organic reaction records. The task is: describe an organic reaction: reactants, conditions, products, and yield Reactants: FC=1C=NC(=NC1)[C@H](C)N ((S)-1-(5-fluoropyrimidin-2-yl)ethanamine), ClC1=NC=C(C(=N1)NC1=NNC(=C1)C)C(F)(F)F (2-chloro-N-(5-methyl-1H-pyrazol-3-yl)-5-(trifluoromethyl)pyrimidin-4-amine), CCN(C(C)C)C(C)C (DIPEA). Run in CCCCO (n-BuOH). Run at temperature 180 celsius. The product is FC=1C=NC(=NC1)[C@H](C)NC1=NC=C(C(=N1)NC1=NNC(=C1)C)C(F)(F)F (N2-[(1S)-1-(5-fluoropyrimidin-2-yl)ethyl]-N4-(5-methyl-1H-pyrazol-3-yl)-5-(trifluoromethyl)pyrimidine-2,4-diamine). Yield: 20.8%. RXN SMILES: [F:1][C:2]1[CH:3]=[N:4][C:5]([C@@H:8]([NH2:10])[CH3:9])=[N:6][CH:7]=1.Cl[C:12]1[N:17]=[C:16]([NH:18][C:19]2[CH:23]=[C:22]([CH3:24])[NH:21][N:20]=2)[C:15]([C:25]([F:28])([F:27])[F:26])=[CH:14][N:13]=1.CCN(C(C)C)C(C)C>CCCCO>[F:1][C:2]1[CH:3]=[N:4][C:5]([C@@H:8]([NH:10][C:12]2[N:17]=[C:16]([NH:18][C:19]3[CH:23]=[C:22]([CH3:24])[NH:21][N:20]=3)[C:15]([C:25]([F:26])([F:28])[F:27])=[CH:14][N:13]=2)[CH3:9])=[N:6][CH:7]=1. Procedure: A microwave reaction vessel was charged with (S)-1-(5-fluoropyrimidin-2-yl)ethanamine (Method 7, 111 mg, 0.63 mmol), 2-chloro-N-(5-methyl-1H-pyrazol-3-yl)-5-(trifluoromethyl)pyrimidin-4-amine (Method 23, 0.50 g, 1.77 mmol), and DIPEA (0.225 mL, 1.26 mmol). Anhydrous n-BuOH (2.1 ml) was added, and the tube was sealed and heated in a microwave reactor at 180° C. for 4 hours.) The solvent was removed under reduced pressure and the residue was purified by Gilson (5-95% MeCN/H2O, 15 minutes) to give ... Reactants: CCOC(=O)c1cccnc1Oc1ccc2nonc2c1, [Li+], C1CCOC1, [OH-]. The product is O=C(O)c1cccnc1Oc1ccc2nonc2c1. Reaction SMILES: [CH2:1]([CH3:2])[O:3][C:4]([c:5]1[c:6]([O:11][c:12]2[cH:13][c:14]3[c:15]([n:16][o:17][n:18]3)[cH:19][cH:20]2)[n:7][cH:8][cH:9][cH:10]1)=[O:21].[Li+:23].[O:24]1[CH2:25][CH2:26][CH2:27][CH2:28]1.[OH-:22]>>[O:3]=[C:4]([c:5]1[c:6]([O:11][c:12]2[cH:13][c:14]3[c:15]([n:16][o:17][n:18]3)[cH:19][cH:20]2)[n:7][cH:8][cH:9][cH:10]1)[OH:21]. Reactants: [BH3-]C#N.[Na+] (NaBH3CN), C(C)(C)(C)[C@@H]1CC[C@H](CC1)OC=1C=C2C=CC(=CC2=CC1)C(C)=O (1-(6-((trans-4-(tert-butyl)cyclohexyl)oxy)naphthalen-2-yl)ethanone), N1CCC(CC1)C(=O)OCC (ethyl 4-piperidinecarboxylate), Ti(OEt)4. Solvent: CCO (EtOH). Reaction conditions: time 15 minute. The product is C(C)(C)(C)[C@@H]1CC[C@H](CC1)OC=1C=C2C=CC(=CC2=CC1)C(C)N1CCC(CC1)C(=O)OCC (ethyl 1-(1-(6-((trans-4-(tert-butyl)cyclohexyl)oxy)naphthalen-2-yl)ethyl)piperidine-4-carboxylate). The yield is 48.5%. As a reaction SMILES: [C:1]([C@H:5]1[CH2:10][CH2:9][C@H:8]([O:11][C:12]2[CH:13]=[C:14]3[C:19](=[CH:20][CH:21]=2)[CH:18]=[C:17]([C:22](=O)[CH3:23])[CH:16]=[CH:15]3)[CH2:7][CH2:6]1)([CH3:4])([CH3:3])[CH3:2].[NH:25]1[CH2:30][CH2:29][CH:28]([C:31]([O:33][CH2:34][CH3:35])=[O:32])[CH2:27][CH2:26]1.[BH3-]C#N.[Na+]>CCO>[C:1]([C@H:5]1[CH2:10][CH2:9][C@H:8]([O:11][C:12]2[CH:13]=[C:14]3[C:19](=[CH:20][CH:21]=2)[CH:18]=[C:17]([CH:22]([N:25]2[CH2:30][CH2:29][CH:28]([C:31]([O:33][CH2:34][CH3:35])=[O:32])[CH2:27][CH2:26]2)[CH3:23])[CH:16]=[CH:15]3)[CH2:7][CH2:6]1)([CH3:4])([CH3:3])[CH3:2] |f:2.3|. Procedure: A mixture of 1-(6-((trans-4-(tert-butyl)cyclohexyl)oxy)naphthalen-2-yl)ethanone (200 mg, 0.62 mmol) and ethyl 4-piperidinecarboxylate (146 mg, 0.93 mmol, 1.5 eq) in anhydrous EtOH (5 mL) was stirred at room temperature for 15 min, then Ti(OEt)4 (356 mg, 1.23 mmol, 2 eq) was added. The reaction mixture was stirred at reflux for 16 h under N2. After cooling to room temperature, the mixture was concentrated and the residue was dissolved in EtOH (3 mL) and NaBH3CN (125 mg, 1.85 mmol, 3 eq) was added... Starting materials: C[O-], CO, ClCc1ccccn1, Cl, [Na+]. The product is COCc1ccccn1. RXN SMILES: [CH3:10][O-:11].[CH3:13][OH:14].[Cl:2][CH2:3][c:4]1[n:5][cH:6][cH:7][cH:8][cH:9]1.[ClH:1].[Na+:12]>>[CH2:3]([c:4]1[n:5][cH:6][cH:7][cH:8][cH:9]1)[O:11][CH3:10]. The reactants are COC([C@H](N(CC1=CC=CC=C1)P(=O)(C)C)CC(C)C)=O (N-(Dimethylphosphinyl)-N-benzyl-D-leucine methyl ester), NO[K] (NH2OK), Cl (HCl). Reaction conditions: time 3 hour. Yields the product ONC([C@@H](CC(C)C)N(CC1=CC=CC=C1)P(=O)(C)C)=O (N-hydroxy-2(R)-[[dimethylphosphinyl]benzylamino]-4-methyl-pentanamide). Reaction SMILES: C[O:2][C:3](=O)[C@@H:4]([CH2:17][CH:18]([CH3:20])[CH3:19])[N:5]([P:13]([CH3:16])([CH3:15])=[O:14])[CH2:6][C:7]1[CH:12]=[CH:11][CH:10]=[CH:9][CH:8]=1.[NH2:22][O:23][K].Cl>>[OH:23][NH:22][C:3](=[O:2])[C@H:4]([N:5]([P:13]([CH3:16])([CH3:15])=[O:14])[CH2:6][C:7]1[CH:12]=[CH:11][CH:10]=[CH:9][CH:8]=1)[CH2:17][CH:18]([CH3:20])[CH3:19]. Procedure: N-(Dimethylphosphinyl)-N-benzyl-D-leucine methyl ester (158 mg, 0.51 mmol) is treated with a solution of NH2OK (2.8 mL, 1.76M in methanol) prepared as described in Fieser and Fieser, Vol. 1, p. 478). The reaction is allowed to stir 3 hours at room temperature at which time is determined complete by TLC. The reaction mixture is neutralized with 1M aqueous HCl; the volatiles are removed until the product oils out. Methanol is then added followed by water dropwise until the solution appears cloudy.... The reactants are ClC1=C(OCC(=O)O)C=CC(=C1)C(C(CC)=C)=O ([2-chloro-4-(2-methylenebutyryl)phenoxy]acetic acid), S(O)(O)(=O)=O (sulfuric acid). Product: O=C1C(CC2=CC(=C(C=C12)Cl)OCC(=O)O)CC ((1-Oxo-2-ethyl-6-chloro-5-indanyloxy)acetic acid), (1-oxo-2-ethyl-6-chloro-5-indanyloxy)acetic. RXN SMILES: [Cl:1][C:2]1[CH:12]=[C:11]([C:13](=[O:18])[C:14](=[CH2:17])[CH2:15][CH3:16])[CH:10]=[CH:9][C:3]=1[O:4][CH2:5][C:6]([OH:8])=[O:7].S(=O)(=O)(O)O>>[O:18]=[C:13]1[C:11]2[C:10](=[CH:9][C:3]([O:4][CH2:5][C:6]([OH:8])=[O:7])=[C:2]([Cl:1])[CH:12]=2)[CH2:17][CH:14]1[CH2:15][CH3:16]. Procedure details: (1-Oxo-2-ethyl-6-chloro-5-indanyloxy)acetic acid is prepared by following substantially the same procedure as described in Example 1, Step A, using the following reagents: [2-chloro-4-(2-methylenebutyryl)phenoxy]acetic acid (41.32 g., 0.154 mole) and conc. sulfuric acid (165 ml.). The crude yield of the product is 38.8 g. (94%), m.p. 132°-138° C. Recrystallization from benzene gives (1-oxo-2-ethyl-6-chloro-5-indanyloxy)acetic as white prisms, m.p. 142°-144° C.